From a dataset of the Open Reaction Database (ORD), a public repository of structured organic reaction records. describe an organic reaction: reactants, conditions, products, and yield Reactants: OC1=C(C2=C(C(CO2)=O)C=C1)CN1CCN(CC1)C(=O)OC(C)(C)C (tert-butyl 4-[(6-hydroxy-3-oxo-2,3-dihydrobenzofuran-7-yl)methyl]piperazine-1-carboxylate), ClC1=CC=C2C(=N1)NC=C2C=O (6-chloro-1H-pyrrolo[2,3-b]pyridine-3-carboxaldehyde). The reagents and catalysts are N1CCCCC1 (piperidine). The solvent is CO (methanol). Reaction conditions: temperature 60 celsius, time 1 hour. The product is ClC1=CC=C2C(=N1)NC=C2\C=C\2/OC1=C(C2=O)C=CC(=C1CN1CCN(CC1)C(=O)OC(C)(C)C)O (tert-butyl (Z)-4-({2-[(6-chloro-1H-pyrrolo[2,3-b]pyridin-3-yl)methylene]-6-hydroxy-3-oxo-2,3-dihydrobenzofuran-7-yl}methyl)piperazine-1-carboxylate). Isolated yield 68.7%. RXN SMILES: [OH:1][C:2]1[CH:11]=[CH:10][C:5]2[C:6](=[O:9])[CH2:7][O:8][C:4]=2[C:3]=1[CH2:12][N:13]1[CH2:18][CH2:17][N:16]([C:19]([O:21][C:22]([CH3:25])([CH3:24])[CH3:23])=[O:20])[CH2:15][CH2:14]1.[Cl:26][C:27]1[N:32]=[C:31]2[NH:33][CH:34]=[C:35]([CH:36]=O)[C:30]2=[CH:29][CH:28]=1>CO.N1CCCCC1>[Cl:26][C:27]1[N:32]=[C:31]2[NH:33][CH:34]=[C:35](/[CH:36]=[C:7]3\[O:8][C:4]4[C:3]([CH2:12][N:13]5[CH2:14][CH2:15][N:16]([C:19]([O:21][C:22]([CH3:25])([CH3:24])[CH3:23])=[O:20])[CH2:17][CH2:18]5)=[C:2]([OH:1])[CH:11]=[CH:10][C:5]=4[C:6]\3=[O:9])[C:30]2=[CH:29][CH:28]=1. Procedure details: A solution of tert-butyl 4-[(6-hydroxy-3-oxo-2,3-dihydrobenzofuran-7-yl)methyl]piperazine-1-carboxylate (0.020 g, 0.057 mmol) obtained in Example A16, Step 1 in methanol (2.0 mL) was added with 6-chloro-1H-pyrrolo[2,3-b]pyridine-3-carboxaldehyde (0.009 g, 0.057 mmol). Then, the mixture was added with 5 drops of piperidine, and the mixture was stirred at 60° C. for 1 hour. The solvent was evaporated under reduced pressure, and then the residue was subjected to silica gel column chromatography (el... Reactants: BrCC1=C(C(=O)OC)C=CC=C1 (methyl 2-bromomethylbenzoate), C([O-])([O-])=O.[K+].[K+] (potassium carbonate), CN(C=O)C (N,N-dimethylformamide), CC1=C(N=C(O1)C1=CC=CC=C1)COC1=C(C=C(CN2C3=CC=CC=C3C=3C(=CC=CC23)O)C=C1)OC (9-{4-[(5-methyl-2-phenyloxazole-4-yl)methoxy]-3-methoxybenzyl}-9H-carbazole-4-o 1), O (water). Run at temperature 90 celsius, time 1 hour. Yields the product CC1=C(N=C(O1)C1=CC=CC=C1)COC1=C(C=C(CN2C3=CC=CC(=C3C=3C=CC=CC23)OCC2=CC=C(C(=O)OCC)C=C2)C=C1)OC (ethyl 4-((9-(4-((5-methyl-2-phenyloxazole-4-yl)methoxy)-3-methoxy benzyl)-9H-carbazole-5-yloxy)methyl)benzoate). As a reaction SMILES: BrC[C:3]1[CH:12]=[CH:11][CH:10]=[CH:9][C:4]=1[C:5]([O:7][CH3:8])=[O:6].[C:13](=[O:16])([O-])[O-].[K+].[K+].[CH3:19]N(C)C=O.[CH3:24][C:25]1O[C:28]([C:30]2[CH:35]=[CH:34][CH:33]=[CH:32][CH:31]=2)=[N:27][C:26]=1[CH2:36][O:37][C:38]1[CH:58]=[CH:57][C:41]([CH2:42][N:43]2[C:55]3[CH:54]=[CH:53][CH:52]=[C:51](O)[C:50]=3[C:49]3[C:44]2=[CH:45][CH:46]=[CH:47][CH:48]=3)=[CH:40][C:39]=1[O:59][CH3:60].[OH2:61]>>[CH3:24][C:25]1[O:61][C:28]([C:30]2[CH:35]=[CH:34][CH:33]=[CH:32][CH:31]=2)=[N:27][C:26]=1[CH2:36][O:37][C:38]1[CH:58]=[CH:57][C:41]([CH2:42][N:43]2[C:44]3[CH:45]=[CH:46][CH:47]=[CH:48][C:49]=3[C:50]3[C:55]2=[CH:54][CH:53]=[CH:52][C:51]=3[O:16][CH2:13][C:11]2[CH:12]=[CH:3][C:4]([C:5]([O:7][CH2:8][CH3:19])=[O:6])=[CH:9][CH:10]=2)=[CH:40][C:39]=1[O:59][CH3:60] |f:1.2.3|. Reported procedure: 47 mg of methyl 2-bromomethylbenzoate and 27 mg of potassium carbonate (powder) were added to N,N-dimethylformamide (2 mL) solution of 98 mg of 9-{4-[(5-methyl-2-phenyloxazole-4-yl)methoxy]-3-methoxybenzyl}-9H-carbazole-4-o 1, and stirred at 90° C. for 1 hour. After the reaction mixture was allowed to cool, water was added thereto, and then extracted with ethyl acetate. The extract was washed with brine, and dried over anhydrous sodium sulfate. After filtration, the filtrate was concentrated in ... The reactants are CC(C)(C)[Si](Cl)(c1ccccc1)c1ccccc1, COC(C)(C)C, C1CCOC1, O=C1OCCC1O, c1c[nH]cn1. Yields the product CC(C)(C)[Si](OC1CCOC1=O)(c1ccccc1)c1ccccc1. Reaction SMILES: [C:18]([CH3:19])([CH3:20])([CH3:21])[Si:22]([c:23]1[cH:24][cH:25][cH:26][cH:27][cH:28]1)([c:29]1[cH:30][cH:31][cH:32][cH:33][cH:34]1)[Cl:35].[C:36]([O:37][CH3:38])([CH3:39])([CH3:40])[CH3:41].[CH2:13]1[O:14][CH2:15][CH2:16][CH2:17]1.[OH:1][CH:2]1[C:3](=[O:7])[O:4][CH2:5][CH2:6]1.[nH:8]1[cH:9][cH:10][n:11][cH:12]1>>[O:1]([CH:2]1[C:3](=[O:7])[O:4][CH2:5][CH2:6]1)[Si:22]([C:18]([CH3:19])([CH3:20])[CH3:21])([c:23]1[cH:24][cH:25][cH:26][cH:27][cH:28]1)[c:29]1[cH:30][cH:31][cH:32][cH:33][cH:34]1. Reactants: CCC1(C)OC(c2ccc(S(N)(=O)=O)cc2)=C(I)C1=O, OB(O)c1ccco1. Product: CCC1(C)OC(c2ccc(S(N)(=O)=O)cc2)=C(c2ccco2)C1=O. Reaction SMILES: [NH2:1][S:2](=[O:3])(=[O:4])[c:5]1[cH:6][cH:7][c:8]([C:11]2=[C:12]([I:20])[C:13](=[O:19])[C:14]([CH3:16])([CH2:17][CH3:18])[O:15]2)[cH:9][cH:10]1.[o:21]1[c:22]([B:26]([OH:27])[OH:28])[cH:23][cH:24][cH:25]1>>[NH2:1][S:2](=[O:3])(=[O:4])[c:5]1[cH:6][cH:7][c:8]([C:11]2=[C:12]([c:22]3[o:21][cH:25][cH:24][cH:23]3)[C:13](=[O:19])[C:14]([CH3:16])([CH2:17][CH3:18])[O:15]2)[cH:9][cH:10]1. The reactants are C1(=CC=CC=C1)OB(O)O (phenylboric acid), C([O-])([O-])=O.[Na+].[Na+] (sodium carbonate), BrC=1C=C(N(C1)CC1=CC=C(C=C1)Cl)C(=O)OC (methyl 4-bromo-1-(4-chlorobenzyl)-1H-pyrrole-2-carboxylate), CN(C)C=O (DMF). The reagents and catalysts are [Pd].C1(=CC=CC=C1)P(C1=CC=CC=C1)C1=CC=CC=C1.C1(=CC=CC=C1)P(C1=CC=CC=C1)C1=CC=CC=C1.C1(=CC=CC=C1)P(C1=CC=CC=C1)C1=CC=CC=C1.C1(=CC=CC=C1)P(C1=CC=CC=C1)C1=CC=CC=C1 (tetrakis(triphenylphosphine) palladium). The solvent is O (water), C(C)(=O)OCC (ethyl acetate), O (water). Run at temperature 100 celsius, time 24 hour. The product is ClC1=CC=C(CN2C(=CC(=C2)C2=CC=CC=C2)C(=O)OC)C=C1 (methyl 1-(4-chlorobenzyl)-4-phenyl-1H-pyrrole-2-carboxylate). The yield is 36.7%. Reaction SMILES: Br[C:2]1[CH:3]=[C:4]([C:15]([O:17][CH3:18])=[O:16])[N:5]([CH2:7][C:8]2[CH:13]=[CH:12][C:11]([Cl:14])=[CH:10][CH:9]=2)[CH:6]=1.CN(C=O)C.[C:24]1(OB(O)O)[CH:29]=[CH:28][CH:27]=[CH:26][CH:25]=1.C(=O)([O-])[O-].[Na+].[Na+]>[Pd].C1(P(C2C=CC=CC=2)C2C=CC=CC=2)C=CC=CC=1.C1(P(C2C=CC=CC=2)C2C=CC=CC=2)C=CC=CC=1.C1(P(C2C=CC=CC=2)C2C=CC=CC=2)C=CC=CC=1.C1(P(C2C=CC=CC=2)C2C=CC=CC=2)C=CC=CC=1.O.C(OCC)(=O)C>[Cl:14][C:11]1[CH:12]=[CH:13][C:8]([CH2:7][N:5]2[CH:6]=[C:2]([C:24]3[CH:29]=[CH:28][CH:27]=[CH:26][CH:25]=3)[CH:3]=[C:4]2[C:15]([O:17][CH3:18])=[O:16])=[CH:9][CH:10]=1 |f:3.4.5,6.7.8.9.10|. Procedure: To a mixture of methyl 4-bromo-1-(4-chlorobenzyl)-1H-pyrrole-2-carboxylate (0.72 g) and DMF (21 mL) were added phenylboric acid (0.30 g), sodium carbonate (0.58 g), water (3.0 mL), and tetrakis(triphenylphosphine) palladium (0.13 g), followed by stirring at 100° C. for 24 hours. To the reaction mixture were added ethyl acetate and water, and the insoluble materials were separated by filtration through Celite. The organic layer was washed with water and saturated brine, dried over anhydrous magne... The reactants are N(C1=CC=CC=C1)C1=NC=C2C(=N1)N(C(N(C2)C2=C(C=C(C=C2)C(F)(F)F)Cl)=O)C2=CC(=CC=C2)CCN2C(C=1C(C2=O)=CC=CC1)=O (7-anilino-3-(2-chloro-4-trifluoromethylphenyl)-3,4-dihydro-1-[3-(2-phthalimidoethyl)phenyl]pyrimido[4,5-d]pyrimidin-2(1H)-one), O.NN (hydrazine hydrate). The solvent is C(C)O (ethanol). The product is NCCC=1C=C(C=CC1)N1C(N(CC=2C1=NC(=NC2)NC2=CC=CC=C2)C2=C(C=C(C=C2)C(F)(F)F)Cl)=O (1-[3-(2-aminoethyl)phenyl]-7-anilino-3-(2-chloro-4-trifluoromethylphenyl)-3,4-dihydropyrimido[4,5-d]pyrimidin-2(1H)-one). Isolated yield 32.3%. Reaction SMILES: [NH:1]([C:8]1[N:13]=[C:12]2[N:14]([C:30]3[CH:35]=[CH:34][CH:33]=[C:32]([CH2:36][CH2:37][N:38]4C(=O)C5=CC=CC=C5C4=O)[CH:31]=3)[C:15](=[O:29])[N:16]([C:18]3[CH:23]=[CH:22][C:21]([C:24]([F:27])([F:26])[F:25])=[CH:20][C:19]=3[Cl:28])[CH2:17][C:11]2=[CH:10][N:9]=1)[C:2]1[CH:7]=[CH:6][CH:5]=[CH:4][CH:3]=1.O.NN>C(O)C>[NH2:38][CH2:37][CH2:36][C:32]1[CH:31]=[C:30]([N:14]2[C:12]3=[N:13][C:8]([NH:1][C:2]4[CH:3]=[CH:4][CH:5]=[CH:6][CH:7]=4)=[N:9][CH:10]=[C:11]3[CH2:17][N:16]([C:18]3[CH:23]=[CH:22][C:21]([C:24]([F:27])([F:26])[F:25])=[CH:20][C:19]=3[Cl:28])[C:15]2=[O:29])[CH:35]=[CH:34][CH:33]=1 |f:1.2|. Procedure details: A solution of 155 mg (0.23 mmol) of 7-anilino-3-(2-chloro-4-trifluoromethylphenyl)-3,4-dihydro-1-[3-(2-phthalimidoethyl)phenyl]pyrimido[4,5-d]pyrimidin-2(1H)-one in 20 ml of ethanol was treated with 0.3 ml of hydrazine hydrate. After 18 hours the mixture was evaporated and the product purified by column chromatography on silica gel using dichloromethane/methanol/acetic acid/water (240:24:3:2) for the elution. Product-containing fractions were combined, evaporated and the residue evaporated with ... Reactants: Cl.NC=1C=C(C(=O)OC)C=CN1 (methyl 2-aminoisonicotinate hydrochloride), C(C(C)(C)C)(=O)Cl (pivaloyl chloride), Carboxylic acid-1. Yields the product C(C(C)(C)C)(=O)NC=1C=C(C(=O)OC)C=CN1 (methyl 2-pivalamidoisonicotinate). As a reaction SMILES: Cl.[NH2:2][C:3]1[CH:4]=[C:5]([CH:10]=[CH:11][N:12]=1)[C:6]([O:8][CH3:9])=[O:7].[C:13](Cl)(=[O:18])[C:14]([CH3:17])([CH3:16])[CH3:15]>>[C:13]([NH:2][C:3]1[CH:4]=[C:5]([CH:10]=[CH:11][N:12]=1)[C:6]([O:8][CH3:9])=[O:7])(=[O:18])[C:14]([CH3:17])([CH3:16])[CH3:15] |f:0.1|. Procedure: The title compound is prepared in quantitative yield (1.25 g, colorless syrup) from methyl 2-aminoisonicotinate hydrochloride (1.00 g, 5.30 mmol) and pivaloyl chloride by the similar manner in Step-1 of Carboxylic acid-1.